This data is from the Open Reaction Database (ORD), a public repository of structured organic reaction records. The task is: describe an organic reaction: reactants, conditions, products, and yield Reactants: C(C1=CC=CC=C1)OC(=O)CN1C(=O)N(C=2N=C(N(C2C1=O)CC#CC)N1C[C@@H](CCC1)NC(=O)OC(C)(C)C)C (1-[(benzyloxycarbonyl)methyl]-3-methyl-7-(2-butyn-1-yl)-8-[(R)-3-(tert.-butyloxycarbonylamino)-piperidin-1-yl]-xanthine), FC(C(=O)O)(F)F (trifluoroacetic acid), [OH-].[Na+] (sodium hydroxide). Solvent: C(Cl)Cl (methylene chloride). Reaction conditions: temperature 30 celsius, time 20 minute. Product: C(C1=CC=CC=C1)OC(=O)CN1C(=O)N(C=2N=C(N(C2C1=O)CC#CC)N1C[C@@H](CCC1)N)C (1-[(benzyloxycarbonyl)methyl]-3-methyl-7-(2-butyn-1-yl)-8-[(R)-3-amino-piperidin-1-yl]-xanthine). Reaction SMILES: [CH2:1]([O:8][C:9]([CH2:11][N:12]1[C:21](=[O:22])[C:20]2[N:19]([CH2:23][C:24]#[C:25][CH3:26])[C:18]([N:27]3[CH2:32][CH2:31][CH2:30][C@@H:29]([NH:33]C(OC(C)(C)C)=O)[CH2:28]3)=[N:17][C:16]=2[N:15]([CH3:41])[C:13]1=[O:14])=[O:10])[C:2]1[CH:7]=[CH:6][CH:5]=[CH:4][CH:3]=1.FC(F)(F)C(O)=O.[OH-].[Na+]>C(Cl)Cl>[CH2:1]([O:8][C:9]([CH2:11][N:12]1[C:21](=[O:22])[C:20]2[N:19]([CH2:23][C:24]#[C:25][CH3:26])[C:18]([N:27]3[CH2:32][CH2:31][CH2:30][C@@H:29]([NH2:33])[CH2:28]3)=[N:17][C:16]=2[N:15]([CH3:41])[C:13]1=[O:14])=[O:10])[C:2]1[CH:3]=[CH:4][CH:5]=[CH:6][CH:7]=1 |f:2.3|. Reported procedure: 213 mg of 1-[(benzyloxycarbonyl)methyl]-3-methyl-7-(2-butyn-1-yl)-8-[(R)-3-(tert.-butyloxycarbonylamino)-piperidin-1-yl]-xanthine in 2 ml methylene chloride are combined with 1 ml of trifluoroacetic acid and the reaction mixture is shaken for 20 minutes at 30° C. For working up it is made alkaline with 15 ml of 1 N sodium hydroxide solution and the organic phase is separated off. The aqueous phase is extracted with methylene chloride and the combined organic phases are evaporated down. The flask... Reactants: BrC(Br)(Br)Br, CCCCC(O)c1ccc(CC(C)C)cc1, C1CCOC1, c1ccc(P(c2ccccc2)c2ccccc2)cc1. Yields the product CCCCC(Br)c1ccc(CC(C)C)cc1. Reaction SMILES: [C:17]([Br:18])([Br:19])([Br:20])[Br:21].[CH2:1]([CH:2]([CH3:3])[CH3:4])[c:5]1[cH:6][cH:7][c:8]([CH:11]([CH2:12][CH2:13][CH2:14][CH3:15])[OH:16])[cH:9][cH:10]1.[O:41]1[CH2:42][CH2:43][CH2:44][CH2:45]1.[c:22]1([P:23]([c:24]2[cH:25][cH:26][cH:27][cH:28][cH:29]2)[c:30]2[cH:31][cH:32][cH:33][cH:34][cH:35]2)[cH:36][cH:37][cH:38][cH:39][cH:40]1>>[CH2:1]([CH:2]([CH3:3])[CH3:4])[c:5]1[cH:6][cH:7][c:8]([CH:11]([CH2:12][CH2:13][CH2:14][CH3:15])[Br:18])[cH:9][cH:10]1. Starting materials: CC(=O)O, CCOC(=O)C(F)(CC)CN(c1nc(Cl)ncc1[N+](=O)[O-])C1CCCC1, Cl, [Fe]. Product: CCC1(F)CN(C2CCCC2)c2nc(Cl)ncc2NC1=O. Reaction SMILES: [CH3:28][C:29](=[O:30])[OH:31].[Cl:1][c:2]1[n:3][cH:4][c:5]([N+:24]([O-:25])=[O:26])[c:6]([N:8]([CH:9]2[CH2:10][CH2:11][CH2:12][CH2:13]2)[CH2:14][C:15]([C:16](=[O:17])[O:18][CH2:19][CH3:20])([CH2:21][CH3:22])[F:23])[n:7]1.[ClH:27].[Fe:32]>>[Cl:1][c:2]1[n:3][cH:4][c:5]2[c:6]([n:7]1)[N:8]([CH:9]1[CH2:10][CH2:11][CH2:12][CH2:13]1)[CH2:14][C:15]([CH2:21][CH3:22])([F:23])[C:16](=[O:17])[NH:24]2. Conditions: temperature 100 celsius, time 8 hour. The solvent is O (water). Product: CC=1N=C(C=2N(C1C=1SC=CC1)N=NN2)N2CCN(CC2)C (6-Methyl-8-(4-methylpiperazin-1-yl)-5-(thiophen-2-yl)tetrazolo[1,5-a]pyrazine). Reported procedure: A 50 mL round bottom flask was charged with 5-bromo-6-methyl-8-(4-methylpiperazin-1-yl)tetrazolo[1,5-a]pyrazine (0.72 g, 2.3 mmol), thiophene-2-boronic acid (0.46 g, 3.6 mmol), tetrakis(triphenylphosphine)palladium(0) (0.30 g, 0.26 mmol), Cs2CO3 (1.2 g, 3.7 mmol), 1,4-dioxane (12 mL) and water (6 mL). After the air was purged by bubbling N2 into the solution, the resulting mixture was stirred at 100° C. under N2 atmosphere overnight. Work-up: the reaction mixture was poured into 0.1 M HCl (40 mL... Isolated yield 22.7%. Reaction SMILES: Br[C:2]1[N:7]2[N:8]=[N:9][N:10]=[C:6]2[C:5]([N:11]2[CH2:16][CH2:15][N:14]([CH3:17])[CH2:13][CH2:12]2)=[N:4][C:3]=1[CH3:18].[S:19]1[CH:23]=[CH:22][CH:21]=[C:20]1B(O)O.C([O-])([O-])=O.[Cs+].[Cs+].O1CCOCC1>C1C=CC([P]([Pd]([P](C2C=CC=CC=2)(C2C=CC=CC=2)C2C=CC=CC=2)([P](C2C=CC=CC=2)(C2C=CC=CC=2)C2C=CC=CC=2)[P](C2C=CC=CC=2)(C2C=CC=CC=2)C2C=CC=CC=2)(C2C=CC=CC=2)C2C=CC=CC=2)=CC=1.O>[CH3:18][C:3]1[N:4]=[C:5]([N:11]2[CH2:16][CH2:15][N:14]([CH3:17])[CH2:13][CH2:12]2)[C:6]2[N:7]([N:8]=[N:9][N:10]=2)[C:2]=1[C:20]1[S:19][CH:23]=[CH:22][CH:21]=1 |f:2.3.4,^1:42,44,63,82|. Reactants: BrC1=C(N=C(C=2N1N=NN2)N2CCN(CC2)C)C (5-bromo-6-methyl-8-(4-methylpiperazin-1-yl)tetrazolo[1,5-a]pyrazine), S1C(=CC=C1)B(O)O (thiophene-2-boronic acid), C(=O)([O-])[O-].[Cs+].[Cs+] (Cs2CO3), O1CCOCC1 (1,4-dioxane). The reagents and catalysts are C=1C=CC(=CC1)[P](C=2C=CC=CC2)(C=3C=CC=CC3)[Pd]([P](C=4C=CC=CC4)(C=5C=CC=CC5)C=6C=CC=CC6)([P](C=7C=CC=CC7)(C=8C=CC=CC8)C=9C=CC=CC9)[P](C=1C=CC=CC1)(C=1C=CC=CC1)C=1C=CC=CC1 (tetrakis(triphenylphosphine)palladium(0)). Reactants: Cc1cc(C)cc(-c2[nH]c3ccc([N+](=O)[O-])cc3c2CCN(CCCCc2cccnc2)Cc2ccccc2)c1, [H][H], [Ni]. The product is Cc1cc(C)cc(-c2[nH]c3ccc(N)cc3c2CCN(CCCCc2cccnc2)Cc2ccccc2)c1. As a reaction SMILES: [CH2:3]([c:4]1[cH:5][cH:6][cH:7][cH:8][cH:9]1)[N:10]([CH2:11][CH2:12][CH2:13][CH2:14][c:15]1[cH:16][n:17][cH:18][cH:19][cH:20]1)[CH2:21][CH2:22][c:23]1[c:24](-[c:35]2[cH:36][c:37]([CH3:42])[cH:38][c:39]([CH3:41])[cH:40]2)[nH:25][c:26]2[cH:27][cH:28][c:29]([N+:32]([O-:33])=[O:34])[cH:30][c:31]12.[H:1][H:2].[Ni:43]>>[CH2:3]([c:4]1[cH:5][cH:6][cH:7][cH:8][cH:9]1)[N:10]([CH2:11][CH2:12][CH2:13][CH2:14][c:15]1[cH:16][n:17][cH:18][cH:19][cH:20]1)[CH2:21][CH2:22][c:23]1[c:24](-[c:35]2[cH:36][c:37]([CH3:42])[cH:38][c:39]([CH3:41])[cH:40]2)[nH:25][c:26]2[cH:27][cH:28][c:29]([NH2:32])[cH:30][c:31]12. Starting materials: FC(C=1C=C(C=CC1)S(=O)(=O)N1C(CCCC1)CS(=O)(=O)O)(F)F ((1-(3-(Trifluoromethyl)phenylsulfonyl)piperidin-2-yl)methanesulfonic acid), S(=O)(Cl)Cl (thionyl chloride). Solvent: C1=CC=CC=C1 (benzene). Yields the product FC(C=1C=C(C=CC1)S(=O)(=O)N1C(CCCC1)CS(=O)(=O)Cl)(F)F ((1-(3-(Trifluoromethyl)phenylsulfonyl)piperidin-2-yl)methanesulfonyl chloride). As a reaction SMILES: [F:1][C:2]([F:24])([F:23])[C:3]1[CH:4]=[C:5]([S:9]([N:12]2[CH2:17][CH2:16][CH2:15][CH2:14][CH:13]2[CH2:18][S:19](O)(=[O:21])=[O:20])(=[O:11])=[O:10])[CH:6]=[CH:7][CH:8]=1.S(Cl)([Cl:27])=O>C1C=CC=CC=1>[F:1][C:2]([F:24])([F:23])[C:3]1[CH:4]=[C:5]([S:9]([N:12]2[CH2:17][CH2:16][CH2:15][CH2:14][CH:13]2[CH2:18][S:19]([Cl:27])(=[O:21])=[O:20])(=[O:11])=[O:10])[CH:6]=[CH:7][CH:8]=1. Procedure details: (1-(3-(Trifluoromethyl)phenylsulfonyl)piperidin-2-yl)methanesulfonic acid was dissolved in benzene (3 ml), thionyl chloride (0.034 ml) was added and the mixture was refluxed for 4 h. After cooling, the reaction mixture was concentrated in vacuo and the crude product was employed in the next stage without purification.